This data is from the Open Reaction Database (ORD), a public repository of structured organic reaction records. The task is: describe an organic reaction: reactants, conditions, products, and yield Starting materials: C1CSCC=2C=CC=C3[C@H]4[C@@H](N1C23)CCNC4 ((7bR,11aS)-1,2,7b,8,9,10,11,11a-octahydro-4H-pyrido[4,3-b][1,4]thiazepino[6,5,4-hi]indole), ClCCCOC1=C(C=C(C=C1)F)[N+](=O)[O-] (1-(3-chloropropoxy)-4-fluoro-2-nitrobenzene). Yields the product FC1=CC(=C(OCCCN2C[C@@H]3[C@@H](N4C5=C(C=CC=C35)CSCC4)CC2)C=C1)[N+](=O)[O-] ((7bR,11aS)-9-[3-(4-fluoro-2-nitrophenoxy)propyl]-1,2,7b,8,9,10,11,11a-octahydro-4H-pyrido[4,3-b][1,4]thiazepino[6,5,4-hi]indole). Reaction SMILES: [CH2:1]1[N:12]2[C:13]3[C:9]([C@@H:10]4[CH2:17][NH:16][CH2:15][CH2:14][C@@H:11]42)=[CH:8][CH:7]=[CH:6][C:5]=3[CH2:4][S:3][CH2:2]1.Cl[CH2:19][CH2:20][CH2:21][O:22][C:23]1[CH:28]=[CH:27][C:26]([F:29])=[CH:25][C:24]=1[N+:30]([O-:32])=[O:31]>>[F:29][C:26]1[CH:27]=[CH:28][C:23]([O:22][CH2:21][CH2:20][CH2:19][N:16]2[CH2:15][CH2:14][C@@H:11]3[N:12]4[CH2:1][CH2:2][S:3][CH2:4][C:5]5[CH:6]=[CH:7][CH:8]=[C:9]([C:13]4=5)[C@@H:10]3[CH2:17]2)=[C:24]([N+:30]([O-:32])=[O:31])[CH:25]=1. Reported procedure: The title compound of EXAMPLE 6 was prepared from (7bR,11aS)-1,2,7b,8,9,10,11,11a-octahydro-4H-pyrido[4,3-b][1,4]thiazepino[6,5,4-hi]indole and and 1-(3-chloropropoxy)-4-fluoro-2-nitrobenzene following the procedure described in EXAMPLE 4. 1H NMR(CDCl3, 300 MHz): δ 7.6 (m, 1H), 7.25 (m, 1H), 7.04 (m, 1H), 6.96 (d, 1H, J=6.6 Hz), 6.92 (d, 1H, J=6.6 Hz), 6.75 (m, 1H), 4.25 (m, 2H),3.82 (m, 2H), 3.59-3.00 (m, 8H), 2.80 (m, 2H), 2.48 (m, 2H), 2.22 (m, 2H), 1.20 (m, 2H) ppm. LRMS (ES)+: 444 (M+H)+. As a reaction SMILES: [NH2:1][CH2:2][CH2:3][CH2:4][C:5]([OH:7])=[O:6].[N+:8]([C:11]1[CH:21]=[CH:20][C:14]([CH2:15][O:16][C:17](Cl)=[O:18])=[CH:13][CH:12]=1)([O-:10])=[O:9]>[OH-].[Na+].CCOCC>[N+:8]([C:11]1[CH:12]=[CH:13][C:14]([CH2:15][O:16][C:17]([NH:1][CH2:2][CH2:3][CH2:4][C:5]([OH:7])=[O:6])=[O:18])=[CH:20][CH:21]=1)([O-:10])=[O:9] |f:2.3|. Reaction conditions: time 2 hour. Run in [OH-].[Na+] (sodium hydroxide), CCOCC (ether), [OH-].[Na+] (sodium hydroxide). The product is [N+](=O)([O-])C1=CC=C(COC(=O)NCCCC(=O)O)C=C1 (4-(p-nitrobenzyloxycarbonyl)aminobutyric acid). The reactants are NCCCC(=O)O (4-aminobutyric acid), [N+](=O)([O-])C1=CC=C(COC(=O)Cl)C=C1 (p-nitrobenzyloxycarbonyl chloride). Procedure details: A 3.10 g portion of 4-aminobutyric acid was dissolved in 15 ml of 2N sodium hydroxide, to the solution were simultaneously added dropwise 6.48 g of p-nitrobenzyloxycarbonyl chloride dissolved in ether and 7.5 ml of 4N sodium hydroxide while cooling on an ice-bath. After 2 hours of stirring at the same temperature, the solution was washed with ether, the resulting aqueous layer was adjusted to acidic with concentrated hydrochloric acid, and a precipitated. solid material was collected by filtrati... Reactants: Clc1ncnc2[nH]cc(Br)c12, [Li]CCCC, C1CCOC1, [Cl-], [NH4+], Cc1ccc(SC#N)cc1. Yields the product N#Cc1c[nH]c2ncnc(Cl)c12. As a reaction SMILES: [Br:1][c:2]1[cH:3][nH:4][c:5]2[n:6][cH:7][n:8][c:9]([Cl:11])[c:10]12.[CH2:12]([Li:13])[CH2:14][CH2:15][CH3:16].[CH2:27]1[O:28][CH2:29][CH2:30][CH2:31]1.[Cl-:32].[NH4+:33].[c:17]1([CH3:18])[cH:19][cH:20][c:21]([S:22][C:24]#[N:25])[cH:23][cH:26]1>>[c:2]1([C:24]#[N:25])[cH:3][nH:4][c:5]2[n:6][cH:7][n:8][c:9]([Cl:11])[c:10]12. Starting materials: CC(CCN)C (3-methylbutan-1-amine), N=1C=CN2C1C=CC(=C2)C(=O)O (imidazo[1,2-a]pyridine-6-carboxylic acid), [N+](=O)([O-])C1=CC=C(C(=O)O)C=C1 (4-nitrobenzoic acid). Product: [N+](=O)([O-])C1=CC=C(CNC(=O)C=2C=CC=3N(C2)C=CN3)C=C1 (N-(4-nitrobenzyl)imidazo[1,2-a]pyridine-6-carboxamide). As a reaction SMILES: CC(C)CC[NH2:5].[N:7]1[CH:8]=[CH:9][N:10]2[CH:15]=[C:14]([C:16]([OH:18])=O)[CH:13]=[CH:12][C:11]=12.[N+:19]([C:22]1[CH:30]=[CH:29][C:25]([C:26](O)=O)=[CH:24][CH:23]=1)([O-:21])=[O:20]>>[N+:19]([C:22]1[CH:30]=[CH:29][C:25]([CH2:26][NH:5][C:16]([C:14]2[CH:13]=[CH:12][C:11]3[N:10]([CH:9]=[CH:8][N:7]=3)[CH:15]=2)=[O:18])=[CH:24][CH:23]=1)([O-:21])=[O:20]. Procedure details: The title compound was prepared as described in Example 1A, substituting (4-nitrophenyl)methanamine for 3-methylbutan-1-amine and imidazo[1,2-a]pyridine-6-carboxylic acid for 4-nitrobenzoic acid. Reactants: C(#CCCCCCCCC)C1=CC=C(C=O)C=C1 (4-dec-1-ynylbenzaldehyde), FC1=C(C=CC=C1)CCN (2-(2-fluorophenyl)ethylamine), [O-]S(=O)(=O)[O-].[Mg+2] (MgSO4), crude product, C(C)(=O)O[BH-](OC(C)=O)OC(C)=O.[Na+] (sodium triacetoxyborohydride). The solvent is C(Cl)Cl (DCM), C1CCOC1 (THF), CO (MeOH). Reaction conditions: time 8 hour. Product: C(#CCCCCCCCC)C1=CC=C(CNCCC2=C(C=CC=C2)F)C=C1 (N-(4-dec-1-ynylbenzyl)-N-[2-(2-fluorophenyl)ethyl]amine). RXN SMILES: [C:1]([C:11]1[CH:18]=[CH:17][C:14]([CH:15]=O)=[CH:13][CH:12]=1)#[C:2][CH2:3][CH2:4][CH2:5][CH2:6][CH2:7][CH2:8][CH2:9][CH3:10].[F:19][C:20]1[CH:25]=[CH:24][CH:23]=[CH:22][C:21]=1[CH2:26][CH2:27][NH2:28].[O-]S([O-])(=O)=O.[Mg+2].C(O[BH-](OC(=O)C)OC(=O)C)(=O)C.[Na+]>C1COCC1.CO.C(Cl)Cl>[C:1]([C:11]1[CH:18]=[CH:17][C:14]([CH2:15][NH:28][CH2:27][CH2:26][C:21]2[CH:22]=[CH:23][CH:24]=[CH:25][C:20]=2[F:19])=[CH:13][CH:12]=1)#[C:2][CH2:3][CH2:4][CH2:5][CH2:6][CH2:7][CH2:8][CH2:9][CH3:10] |f:2.3,4.5|. Procedure details: To a solution of 4-dec-1-ynylbenzaldehyde (24.2 mg, 0.1 mmol) in anhydrous THF (0.6 mL) was added the 2-(2-fluorophenyl)ethylamine (13.9 mg, 0.1 mmol) and anhydrous MgSO4 (50 mg). The mixture was stirred overnight at RT. The reaction mixture was filtered and evaporated to give an oily residue. This crude product was taken up in MeOH (0.5 mL) then the sodium triacetoxyborohydride (53 mg, 0.25 mmol) was added and the reaction mixture was stirred overnight at rt. The solvents were evaporated under ... Reaction SMILES: [CH3:1][C:2]([CH3:3])([O-:4])[CH3:5].[CH3:27][N:28]([CH3:29])[CH:30]=[O:31].[Cl:7][c:8]1[c:9]([NH2:10])[cH:11][cH:12][c:13]([OH:16])[c:14]1[Cl:15].[K+:6].[OH2:26].[s:17]1[c:18]([CH2:22][C:23](=[O:24])[Cl:25])[cH:19][cH:20][cH:21]1>>[Cl:7][c:8]1[c:9]([NH2:10])[cH:11][cH:12][c:13]([O:16][C:23]([CH2:22][c:18]2[s:17][cH:21][cH:20][cH:19]2)=[O:24])[c:14]1[Cl:15]. Starting materials: CC(C)(C)[O-], CN(C)C=O, Nc1ccc(O)c(Cl)c1Cl, [K+], O, O=C(Cl)Cc1cccs1. Yields the product Nc1ccc(OC(=O)Cc2cccs2)c(Cl)c1Cl. The reactants are C, CO, CCOC(C)=O, O=C(O)c1ccc(C=Cc2ccc(C(F)(F)F)cc2)cc1Nc1ccc(F)cc1, [Pd]. Yields the product O=C(O)c1ccc(CCc2ccc(C(F)(F)F)cc2)cc1Nc1ccc(F)cc1. RXN SMILES: [C:32].[CH3:1][OH:2].[CH3:34][CH2:35][O:36][C:37](=[O:38])[CH3:39].[F:3][c:4]1[cH:5][cH:6][c:7]([NH:8][c:9]2[c:10]([C:11](=[O:12])[OH:13])[cH:14][cH:15][c:16]([CH:18]=[CH:19][c:20]3[cH:21][cH:22][c:23]([C:26]([F:27])([F:28])[F:29])[cH:24][cH:25]3)[cH:17]2)[cH:30][cH:31]1.[Pd:33]>>[F:3][c:4]1[cH:5][cH:6][c:7]([NH:8][c:9]2[c:10]([C:11](=[O:12])[OH:13])[cH:14][cH:15][c:16]([CH2:18][CH2:19][c:20]3[cH:21][cH:22][c:23]([C:26]([F:27])([F:28])[F:29])[cH:24][cH:25]3)[cH:17]2)[cH:30][cH:31]1.